This data is from the Open Reaction Database (ORD), a public repository of structured organic reaction records. The task is: describe an organic reaction: reactants, conditions, products, and yield The reactants are [Al+3].[Cl-].[Cl-].[Cl-] (AlCl3), BrCC(=O)Br (2-bromoacetyl bromide), COC1=CC(=CC(=C1)C)C (1-methoxy-3,5-dimethylbenzene), ice water. Run in C(Cl)Cl (CH2Cl2), C(Cl)Cl (CH2Cl2), C(Cl)Cl (CH2Cl2). Run at temperature 2.5 celsius, time 1.5 hour. Product: BrCC(=O)C1=C(C=C(C=C1C)C)OC (2-bromo-1-(2-methoxy-4,6-dimethylphenyl)ethanone), BrCC(=O)C1=C(C=C(C=C1C)OC)C (2-bromo-1-(4-methoxy-2,6-dimethylphenyl) ethanone). Yield: 6.6%. RXN SMILES: [Al+3].[Cl-].[Cl-].[Cl-].[Br:5][CH2:6][C:7](Br)=[O:8].[CH3:10][O:11][C:12]1[CH:17]=[C:16]([CH3:18])[CH:15]=[C:14]([CH3:19])[CH:13]=1>C(Cl)Cl>[Br:5][CH2:6][C:7]([C:13]1[C:14]([CH3:19])=[CH:15][C:16]([CH3:18])=[CH:17][C:12]=1[O:11][CH3:10])=[O:8].[Br:5][CH2:6][C:7]([C:15]1[C:16]([CH3:18])=[CH:17][C:12]([O:11][CH3:10])=[CH:13][C:14]=1[CH3:19])=[O:8] |f:0.1.2.3|. Procedure: To a mixture of AlCl3 (2.0 g, 14.7 mmol) in CH2Cl2 (12 mL) was added a solution of 2-bromoacetyl bromide (3.0 g, 14.9 mmol) in CH2Cl2 (2 mL) at 0° C. Then, a solution of 1-methoxy-3,5-dimethylbenzene (2.0 g, 14.7 mmol) in CH2Cl2 (2 mL) was added dropwise. The whole mixture was stirred for 1.5 h at 0 to 5° C. After that, the mixture was poured into ice water (100 g). The mixture was extracted with CH2Cl2 (3×30 mL). The combined organic phases were dried over anhydrous Na2SO4. After filtration, th... Starting materials: [BH4-], NC(=O)c1ccc2[nH]c(-c3ccc(C(=O)c4ccccc4)cc3)nc2c1, CO, [Na+]. Yields the product NC(=O)c1ccc2[nH]c(-c3ccc(C(O)c4ccccc4)cc3)nc2c1. As a reaction SMILES: [BH4-:27].[C:1]([c:2]1[cH:3][cH:4][cH:5][cH:6][cH:7]1)(=[O:8])[c:9]1[cH:10][cH:11][c:12](-[c:15]2[n:16][c:17]3[c:18]([nH:19]2)[cH:20][cH:21][c:22]([C:24](=[O:25])[NH2:26])[cH:23]3)[cH:13][cH:14]1.[CH3:29][OH:30].[Na+:28]>>[CH:1]([c:2]1[cH:3][cH:4][cH:5][cH:6][cH:7]1)([OH:8])[c:9]1[cH:10][cH:11][c:12](-[c:15]2[n:16][c:17]3[c:18]([nH:19]2)[cH:20][cH:21][c:22]([C:24](=[O:25])[NH2:26])[cH:23]3)[cH:13][cH:14]1. Starting materials: CCOC(=O)C=Cc1ccc(B2OC(C)(C)C(C)(C)O2)cc1, CO. Yields the product CCOC(=O)CCc1ccc(B2OC(C)(C)C(C)(C)O2)cc1. As a reaction SMILES: [CH3:1][C:2]1([CH3:22])[O:3][B:4]([c:9]2[cH:10][cH:11][c:12]([CH:15]=[CH:16][C:17](=[O:18])[O:19][CH2:20][CH3:21])[cH:13][cH:14]2)[O:5][C:6]1([CH3:7])[CH3:8].[CH3:23][OH:24]>>[CH3:1][C:2]1([CH3:22])[O:3][B:4]([c:9]2[cH:10][cH:11][c:12]([CH2:15][CH2:16][C:17](=[O:18])[O:19][CH2:20][CH3:21])[cH:13][cH:14]2)[O:5][C:6]1([CH3:7])[CH3:8]. Reactants: NC=1C(=NC=CC1)NC=1C=C(C=CC1)C1=CC=CC=C1 (3-amino-2-(3-biphenylylamino)pyridine), [N+](=O)([O-])C1=C(C=CC=C1)CC(C(=O)O)=O (3-(2-nitrophenyl)pyruvic acid), C(C)(=O)OCC (ethyl acetate), C([O-])(O)=O.[Na+] (sodium bicarbonate). The solvent is C(C)O (ethanol). The product is C1(=CC(=CC=C1)N1C2=C(N=C(C1=O)CC1=C(C=CC=C1)[N+](=O)[O-])C=CC=N2)C2=CC=CC=C2 (4-(3-biphenylyl)-2-(2-nitrobenzyl)-3-oxo-3,4-dihydropyrido[2,3-b]pyrazine). Yield: 43.0%. Reaction SMILES: [NH2:1][C:2]1[C:3]([NH:8][C:9]2[CH:10]=[C:11]([C:15]3[CH:20]=[CH:19][CH:18]=[CH:17][CH:16]=3)[CH:12]=[CH:13][CH:14]=2)=[N:4][CH:5]=[CH:6][CH:7]=1.[N+:21]([C:24]1[CH:29]=[CH:28][CH:27]=[CH:26][C:25]=1[CH2:30][C:31](=O)[C:32](O)=[O:33])([O-:23])=[O:22].C(OCC)(=O)C.C(=O)(O)[O-].[Na+]>C(O)C>[C:11]1([C:15]2[CH:16]=[CH:17][CH:18]=[CH:19][CH:20]=2)[CH:12]=[CH:13][CH:14]=[C:9]([N:8]2[C:32](=[O:33])[C:31]([CH2:30][C:25]3[CH:26]=[CH:27][CH:28]=[CH:29][C:24]=3[N+:21]([O-:23])=[O:22])=[N:1][C:2]3[CH:7]=[CH:6][CH:5]=[N:4][C:3]2=3)[CH:10]=1 |f:3.4|. Procedure: A mixture of 3-amino-2-(3-biphenylylamino)pyridine (196 mg) and 3-(2-nitrophenyl)pyruvic acid (188 mg) in ethanol (5 ml) was stirred under reflux for 1 hour. The mixture was cooled and then poured into a mixture of ethyl acetate and aqueous sodium bicarbonate. The organic phase was separated, washed with aqueous sodium bicarbonate and brine, dried over magnesium sulfate and concentrated. The residue was crystallized from methanol to give 4-(3-biphenylyl)-2-(2-nitrobenzyl)-3-oxo-3,4-dihydropyrido... Procedure: A solution of 600 mg (1.22 mmol) of 5(S)-[1(S)-(Boc-amino)-2-cyclohexylethyl]-3(R)-[(2,3,4-trimethoxyphenyl)methyl]dihydrofuran-2-(3H)-one in 20 ml of dimethoxyethane and 9.9 ml of water is treated, at RT, with 4.9 ml of a 1M solution of lithium hydroxide in water, and this reaction mixture is stirred for 2 h. It is then transferred to a separating funnel and diluted with 60 ml of sat. ammonium chloride solution and 5 ml of a 10% citric acid solution (both being cold); this mixture is then extra... Run in [Cl-].[NH4+] (ammonium chloride), C(CC(O)(C(=O)O)CC(=O)O)(=O)O (citric acid), C(OC)COC (dimethoxyethane), O (water), O (water). Conditions: time 2 hour. The reactants are C(=O)(OC(C)(C)C)N[C@@H](CC1CCCCC1)[C@@H]1C[C@H](C(O1)=O)CC1=C(C(=C(C=C1)OC)OC)OC (5(S)-[1(S)-(Boc-amino)-2-cyclohexylethyl]-3(R)-[(2,3,4-trimethoxyphenyl)methyl]dihydrofuran-2-(3H)-one), solution, [OH-].[Li+] (lithium hydroxide). Yields the product C(=O)(OC(C)(C)C)N[C@H]([C@H](C[C@H](C(=O)O)CC1=C(C(=C(C=C1)OC)OC)OC)O)CC1CCCCC1 (5(S)-(Boc-Amino)-4(S)-hydroxy-6-cyclohexyl-2(R)-[(2,3,4-trimethoxyphenyl)methyl]hexanoic acid). As a reaction SMILES: [C:1]([NH:8][C@H:9]([C@H:17]1[O:21][C:20](=[O:22])[C@H:19]([CH2:23][C:24]2[CH:29]=[CH:28][C:27]([O:30][CH3:31])=[C:26]([O:32][CH3:33])[C:25]=2[O:34][CH3:35])[CH2:18]1)[CH2:10][CH:11]1[CH2:16][CH2:15][CH2:14][CH2:13][CH2:12]1)([O:3][C:4]([CH3:7])([CH3:6])[CH3:5])=[O:2].[OH-:36].[Li+]>C(COC)OC.O.[Cl-].[NH4+].C(O)(=O)CC(CC(O)=O)(C(O)=O)O>[C:1]([NH:8][C@@H:9]([CH2:10][CH:11]1[CH2:16][CH2:15][CH2:14][CH2:13][CH2:12]1)[C@@H:17]([OH:21])[CH2:18][C@@H:19]([CH2:23][C:24]1[CH:29]=[CH:28][C:27]([O:30][CH3:31])=[C:26]([O:32][CH3:33])[C:25]=1[O:34][CH3:35])[C:20]([OH:36])=[O:22])([O:3][C:4]([CH3:6])([CH3:5])[CH3:7])=[O:2] |f:1.2,5.6|. As a reaction SMILES: [CH2:1]([S:4]([N:7]1[CH2:10][CH:9]([CH2:11][OH:12])[CH2:8]1)(=[O:6])=[O:5])[CH2:2][CH3:3].Cl.NC1C(CC2C=CC(Cl)=C(Cl)C=2)C2C=C(CN[S:36]([CH2:39]CC)(=[O:38])=[O:37])C=CC=2CC1>>[CH2:1]([S:4]([N:7]1[CH2:8][CH:9]([CH2:11][O:12][S:36]([CH3:39])(=[O:38])=[O:37])[CH2:10]1)(=[O:6])=[O:5])[CH2:2][CH3:3] |f:1.2|. The product is C(CC)S(=O)(=O)N1CC(C1)COS(=O)(=O)C (Methanesulfonic acid 1-(propane-1-sulfonyl)-azetidin-3-ylmethyl ester). Procedure details: Prepared by standard procedure from [1-(propane-1-sulfonyl)-azetidin-3-yl]-methanol and methan-1-sulfonyl chloride (e.g. example 40) Starting materials: C(CC)S(=O)(=O)N1CC(C1)CO ([1-(propane-1-sulfonyl)-azetidin-3-yl]-methanol), Cl.NC1CCC=2C=CC(=CC2C1CC1=CC(=C(C=C1)Cl)Cl)CNS(=O)(=O)CCC (N-{[7-Amino-8-(3,4-dichlorobenzyl)-5,6,7,8-tetrahydronaphthalen-2-yl]methyl}propane-1-sulfonamide hydrochloride).